Dataset: the Open Reaction Database (ORD), a public repository of structured organic reaction records. Task: describe an organic reaction: reactants, conditions, products, and yield Reactants: COC(=O)C(Cc1ccccc1)Oc1ccc2cc(CNC(=O)c3oc4ccccc4c3C)ccc2c1Br, CO, Cl, [Na+], [OH-], O. The product is Cc1c(C(=O)NCc2ccc3c(Br)c(OC(Cc4ccccc4)C(=O)O)ccc3c2)oc2ccccc12. RXN SMILES: [CH3:3][O:4][C:5]([CH:6]([CH2:7][c:8]1[cH:9][cH:10][cH:11][cH:12][cH:13]1)[O:14][c:15]1[c:16]([Br:39])[c:17]2[cH:18][cH:19][c:20]([CH2:25][NH:26][C:27](=[O:28])[c:29]3[o:30][c:31]4[c:32]([c:33]3[CH3:34])[cH:35][cH:36][cH:37][cH:38]4)[cH:21][c:22]2[cH:23][cH:24]1)=[O:40].[CH3:43][OH:44].[ClH:42].[Na+:2].[OH-:1].[OH2:41]>>[O:4]=[C:5]([CH:6]([CH2:7][c:8]1[cH:9][cH:10][cH:11][cH:12][cH:13]1)[O:14][c:15]1[c:16]([Br:39])[c:17]2[cH:18][cH:19][c:20]([CH2:25][NH:26][C:27](=[O:28])[c:29]3[o:30][c:31]4[c:32]([c:33]3[CH3:34])[cH:35][cH:36][cH:37][cH:38]4)[cH:21][c:22]2[cH:23][cH:24]1)[OH:40].